Dataset: the Open Reaction Database (ORD), a public repository of structured organic reaction records. Task: describe an organic reaction: reactants, conditions, products, and yield Reactants: C(C=C)N1C(C(CCCC1)(C1=CC(=CC=C1)OCC1=CC=CC=C1)CC)=O (1-allyl-3-ethyl-3-(3-benzyloxy-phenyl)-azepan-2-one), [BH4-].[Na+] (NaBH4), CO (MeOH). Run at temperature -40 celsius, time 25 minute. The product is C(C)C1(C(N(CCCC1)CCO)=O)C1=CC(=CC=C1)OCC1=CC=CC=C1 (3-ethyl-1-(2-hydroxy-ethyl)-3-(3-benzyloxy-phenyl)-azepan-2-one). RXN SMILES: [CH2:1]([N:4]1[CH2:10][CH2:9][CH2:8][CH2:7][C:6]([CH2:25][CH3:26])([C:11]2[CH:16]=[CH:15][CH:14]=[C:13]([O:17][CH2:18][C:19]3[CH:24]=[CH:23][CH:22]=[CH:21][CH:20]=3)[CH:12]=2)[C:5]1=[O:27])[CH:2]=C.[BH4-].[Na+].C[OH:31]>>[CH2:25]([C:6]1([C:11]2[CH:16]=[CH:15][CH:14]=[C:13]([O:17][CH2:18][C:19]3[CH:20]=[CH:21][CH:22]=[CH:23][CH:24]=3)[CH:12]=2)[CH2:7][CH2:8][CH2:9][CH2:10][N:4]([CH2:1][CH2:2][OH:31])[C:5]1=[O:27])[CH3:26] |f:1.2|. Procedure details: A solution of 1-allyl-3-ethyl-3-(3-benzyloxy-phenyl)-azepan-2-one, as described in Step B above, (0.87 g, 2.4 mmol) in MeOH (20 mL) at −78° C. was saturated with 03 for 25 min. The solution was warmed to −40° C. for 10 min then NaBH4 (0.363 g, 9.6 mmol) was added and the reaction mixture was stirred at 25° C. for 1 hr. The MeOH was removed in vacuo , and the residue was partitioned between EtOAc and saturated NaHCO3 solution. The organic layer was washed with brine and dried (MgSO4). Filtration ...